This data is from the Open Reaction Database (ORD), a public repository of structured organic reaction records. The task is: describe an organic reaction: reactants, conditions, products, and yield Reactants: ClC1=C(C(=NC=N1)NS(NCC1=CC=CC=C1)(=O)=O)C1=CC=C(C=C1)Cl (benzyl sulfamic acid-[6-chloro-5-(p-chloro-phenyl)-4-pyrimidinyl]-amide), CC(C)([O-])C.[K+] (Potassium tert.-butoxide), C(CC(O)(C(=O)O)CC(=O)O)(=O)O (citric acid). Run in C(CO)O (ethyleneglycol). Run at temperature 102 celsius. Yields the product OCCOC1=C(C(=NC=N1)NS(NCC1=CC=CC=C1)(=O)=O)C1=CC=C(C=C1)Cl (benzyl sulfamic acid-[6-(2-hydroxy-ethoxy)-5-(4-chlorophenyl)-4-pyrimidinyl]-amide). Reaction SMILES: CC(C)([O-])C.[K+].Cl[C:8]1[N:13]=[CH:12][N:11]=[C:10]([NH:14][S:15](=[O:25])(=[O:24])[NH:16][CH2:17][C:18]2[CH:23]=[CH:22][CH:21]=[CH:20][CH:19]=2)[C:9]=1[C:26]1[CH:31]=[CH:30][C:29]([Cl:32])=[CH:28][CH:27]=1.C(O)(=O)C[C:35](CC(O)=O)([C:37](O)=[O:38])[OH:36]>C(O)CO>[OH:36][CH2:35][CH2:37][O:38][C:8]1[N:13]=[CH:12][N:11]=[C:10]([NH:14][S:15](=[O:25])(=[O:24])[NH:16][CH2:17][C:18]2[CH:23]=[CH:22][CH:21]=[CH:20][CH:19]=2)[C:9]=1[C:26]1[CH:31]=[CH:30][C:29]([Cl:32])=[CH:28][CH:27]=1 |f:0.1|. Procedure: Potassium tert.-butoxide (3.5 g) was dissolved in ethyleneglycol (35 ml), benzyl sulfamic acid-[6-chloro-5-(4-chlorophenyl)-4-pyrimidinyl]-amide (1.8 g, Referential Example 15) was added and the mixture was heated to 102° C. for 11 h. The mixture was poured onto ice/water and acidified to pH=4 with solid citric acid. The precipitated product was filtered off, washed with water and dried at HV to give benzyl sulfamic acid-[6-(2-hydroxy-ethoxy)-5-(4-chlorophenyl)-4-pyrimidinyl]-amide (1.77 g). tR=...